Dataset: the Open Reaction Database (ORD), a public repository of structured organic reaction records. Task: describe an organic reaction: reactants, conditions, products, and yield The reactants are C(C1=CC=CC=C1)OC(=O)N1CC(N(C=C1)C)=O (4-benzyloxycarbonyl-1-methyl-pyrazin-2(1H)-one), BrC1=NC=CC=C1 (2-bromopyridine), CC1(C2=C(C(=CC=C2)P(C3=CC=CC=C3)C4=CC=CC=C4)OC5=C(C=CC=C51)P(C6=CC=CC=C6)C7=CC=CC=C7)C (xantphos), C([O-])([O-])=O.[Cs+].[Cs+] (cesium carbonate), C(C1=CC=CC=C1)OC(=O)N1CC(N(CC1)C1=NC=CC=C1)=O (4-benzyloxycarbonyl-1-pyridin-2-ylpiperazin-2-one). The reagents and catalysts are C(C)(=O)[O-].[Pd+2].C(C)(=O)[O-] (palladium acetate), [OH-].[OH-].[Pd+2] (Pearlmans catalyst). Run in O1CCOCC1 (dioxane), ClCCl (dichloromethane), C(C)O (ethanol). Conditions: temperature 110 celsius, time 1 hour. The product is N1=C(C=CC=C1)N1C(CNCC1)=O (1-Pyridin-2-ylpiperazin-2-one). RXN SMILES: C(OC(N1C=CN(C)C(=O)C1)=O)C1C=CC=CC=1.BrC1C=CC=CN=1.CC1(C)C2C(=C(P(C3C=CC=CC=3)C3C=CC=CC=3)C=CC=2)OC2C(P(C3C=CC=CC=3)C3C=CC=CC=3)=CC=CC1=2.C(=O)([O-])[O-].[Cs+].[Cs+].C(OC([N:84]1[CH2:89][CH2:88][N:87]([C:90]2[CH:95]=[CH:94][CH:93]=[CH:92][N:91]=2)[C:86](=[O:96])[CH2:85]1)=O)C1C=CC=CC=1>O1CCOCC1.ClCCl.[OH-].[OH-].[Pd+2].C(O)C.C([O-])(=O)C.[Pd+2].C([O-])(=O)C>[N:91]1[CH:92]=[CH:93][CH:94]=[CH:95][C:90]=1[N:87]1[CH2:88][CH2:89][NH:84][CH2:85][C:86]1=[O:96] |f:3.4.5,9.10.11,13.14.15|. Procedure details: A mixture of 4-benzyloxycarbonyl-1-methyl-pyrazin-2(1H)-one (3.0 g, 12.8 mmol), 2-bromopyridine (2.02 g, 12.8 mmol), palladium acetate (0.29 g, 1.28 mmol), xantphos (1.11 g, 1.92 mmol), cesium carbonate (6.26 g, 19.2 mmol) in anhydrous dioxane (13 mL) in a sealed vessel was heated in an oil bath at 110° C. for 6 hrs. The resultant reaction mixture was cooled to room temperature, diluted with dichloromethane, filtered, and concentrated under vacuum. The residual solid was subjected to column chro... Reactants: N#CC1(c2cccc(Br)c2)CCOCC1, O=C([O-])[O-], O=C([O-])[O-], CC(=O)Nc1ccc(S)cc1, CN1CCCC1=O, [Cs+], [Cs+], [Na+], [Na+], O. The product is CC(=O)Nc1ccc(Sc2cccc(C3(C#N)CCOCC3)c2)cc1. RXN SMILES: [Br:1][c:2]1[cH:3][c:4]([C:8]2([C:14]#[N:15])[CH2:9][CH2:10][O:11][CH2:12][CH2:13]2)[cH:5][cH:6][cH:7]1.[C:16](=[O:17])([O-:18])[O-:19].[C:22](=[O:23])([O-:24])[O-:25].[C:28]([CH3:29])(=[O:30])[NH:31][c:32]1[cH:33][cH:34][c:35]([SH:38])[cH:36][cH:37]1.[CH3:39][N:40]1[CH2:41][CH2:42][CH2:43][C:44]1=[O:45].[Cs+:26].[Cs+:27].[Na+:20].[Na+:21].[OH2:46]>>[c:2]1([S:38][c:35]2[cH:34][cH:33][c:32]([NH:31][C:28]([CH3:29])=[O:30])[cH:37][cH:36]2)[cH:3][c:4]([C:8]2([C:14]#[N:15])[CH2:9][CH2:10][O:11][CH2:12][CH2:13]2)[cH:5][cH:6][cH:7]1.